Dataset: the Open Reaction Database (ORD), a public repository of structured organic reaction records. Task: describe an organic reaction: reactants, conditions, products, and yield Reactants: [Li]CCCC, C1CCOC1, CCCCCC, COc1cccc(Cl)c1F, Cl, CN(C)C=O. Yields the product COc1ccc(C=O)c(Cl)c1F. As a reaction SMILES: [CH2:11]([Li:12])[CH2:13][CH2:14][CH3:15].[CH2:22]1[O:23][CH2:24][CH2:25][CH2:26]1.[CH3:27][CH2:28][CH2:29][CH2:30][CH2:31][CH3:32].[Cl:1][c:2]1[c:3]([F:10])[c:4]([O:8][CH3:9])[cH:5][cH:6][cH:7]1.[ClH:21].[O:16]=[CH:17][N:18]([CH3:19])[CH3:20]>>[Cl:1][c:2]1[c:3]([F:10])[c:4]([O:8][CH3:9])[cH:5][cH:6][c:7]1[CH:17]=[O:16].